From a dataset of the Open Reaction Database (ORD), a public repository of structured organic reaction records. describe an organic reaction: reactants, conditions, products, and yield The reactants are C[O-], CO, COC(CC#N)OC, O=Cc1ccccc1, [Na+]. Yields the product COC(OC)C(C#N)=Cc1ccccc1. As a reaction SMILES: [CH3:17][O-:18].[CH3:20][OH:21].[CH3:9][O:10][CH:11]([CH2:12][C:13]#[N:14])[O:15][CH3:16].[CH:1](=[O:2])[c:3]1[cH:4][cH:5][cH:6][cH:7][cH:8]1.[Na+:19]>>[CH:1]([c:3]1[cH:4][cH:5][cH:6][cH:7][cH:8]1)=[C:12]([CH:11]([O:10][CH3:9])[O:15][CH3:16])[C:13]#[N:14].